From a dataset of the Open Reaction Database (ORD), a public repository of structured organic reaction records. describe an organic reaction: reactants, conditions, products, and yield Starting materials: BrC12CCC(CC1)CC2, C=C(NC(=O)OCc1ccccc1)C(=O)OC, CCCC[SnH](CCCC)CCCC, CC(C)(C#N)N=NC(C)(C)C#N, c1ccccc1. The product is COC(=O)C(CC12CCC(CC1)CC2)NC(=O)OCc1ccccc1. As a reaction SMILES: [Br:18][C:19]12[CH2:20][CH2:21][CH:22]([CH2:23][CH2:24]1)[CH2:25][CH2:26]2.[CH2:1]([c:2]1[cH:3][cH:4][cH:5][cH:6][cH:7]1)[O:8][C:9](=[O:10])[NH:11][C:12]([C:13](=[O:14])[O:15][CH3:16])=[CH2:17].[CH3:39][CH2:40][CH2:41][CH2:42][SnH:43]([CH2:44][CH2:45][CH2:46][CH3:47])[CH2:48][CH2:49][CH2:50][CH3:51].[N:27]#[C:28][C:29]([N:30]=[N:31][C:32]([C:33]#[N:34])([CH3:35])[CH3:36])([CH3:37])[CH3:38].[cH:52]1[cH:53][cH:54][cH:55][cH:56][cH:57]1>>[CH2:1]([c:2]1[cH:3][cH:4][cH:5][cH:6][cH:7]1)[O:8][C:9](=[O:10])[NH:11][CH:12]([C:13](=[O:14])[O:15][CH3:16])[CH2:17][C:19]12[CH2:20][CH2:21][CH:22]([CH2:23][CH2:24]1)[CH2:25][CH2:26]2. The reactants are ClCC(=O)NC=1SC=C(N1)C(C(=O)NC1C(NC1C#N)=O)=NOC(C)(C)C(=O)OCC1=CC=C(C=C1)[N+](=O)[O-] (3-[2-(2-chloroacetamidothiazol-4-yl)-2-(1-p-nitrobenzyloxycarbonyl-1-methylethoxyimino)acetamido]-4-cyano-2-azetidinone), OO (hydrogen peroxide), [OH-].[Na+] (sodium hydroxide). Run in CS(=O)C (dimethyl sulfoxide). Conditions: temperature 25 celsius, time 30 minute. Yields the product C(N)(=O)[C@@H]1[C@@H](C(N1)=O)NC(C(=NOC(C)(C)C(=O)OCC1=CC=C(C=C1)[N+](=O)[O-])C=1N=C(SC1)NC(CCl)=O)=O ((3S,4S)-4-carbamoyl-3-[2-(2-chloroacetamidothiazol-4-yl)-2-(1-p-nitrobenzyloxycarbonyl-1-methylethoxyimino)acetamido]-2-azetidinone). RXN SMILES: [Cl:1][CH2:2][C:3]([NH:5][C:6]1[S:7][CH:8]=[C:9]([C:11](=[N:22][O:23][C:24]([C:27]([O:29][CH2:30][C:31]2[CH:36]=[CH:35][C:34]([N+:37]([O-:39])=[O:38])=[CH:33][CH:32]=2)=[O:28])([CH3:26])[CH3:25])[C:12]([NH:14][CH:15]2[CH:18]([C:19]#[N:20])[NH:17][C:16]2=[O:21])=[O:13])[N:10]=1)=[O:4].[OH:40]O.[OH-].[Na+]>CS(C)=O>[C:19]([C@H:18]1[NH:17][C:16](=[O:21])[C@H:15]1[NH:14][C:12](=[O:13])[C:11]([C:9]1[N:10]=[C:6]([NH:5][C:3](=[O:4])[CH2:2][Cl:1])[S:7][CH:8]=1)=[N:22][O:23][C:24]([C:27]([O:29][CH2:30][C:31]1[CH:32]=[CH:33][C:34]([N+:37]([O-:39])=[O:38])=[CH:35][CH:36]=1)=[O:28])([CH3:26])[CH3:25])(=[O:40])[NH2:20] |f:2.3|. Reported procedure: In 2 ml of dimethyl sulfoxide is dissolved 0.38 g of (3S,4S)-b 3-[2-(2-chloroacetamidothiazol-4-yl)-2-(1-p-nitrobenzyloxycarbonyl-1-methylethoxyimino)acetamido]-4-cyano-2-azetidinone and, following addition of 0.1 ml of 30% aqueous hydrogen peroxide and 0.1 ml of 1N sodium hydroxide, the mixture is stirred at approx. 25° C. for 30 minutes. The reaction mixture is chromatographed on an XAD-II column (eluant: 30% ethanol) to give 0.12 g of (3S,4S)-4-carbamoyl-3-[2-(2-chloroacetamidothiazol-4-yl)-2... Starting materials: [N+](=O)([O-])C1=CC=C(C=C1)C=1C=CC(=NC1)C(C)O (1-(5-(4-nitrophenyl)pyridin-2-yl)ethanol), P(Br)(Br)Br (PBr3). Solvent: C(Cl)(Cl)Cl (chloroform). Conditions: temperature 0 celsius, time 3 hour. Yields the product BrC(C)C1=NC=C(C=C1)C1=CC=C(C=C1)[N+](=O)[O-] (2-(1-bromoethyl)-5-(4-nitrophenyl)pyridine), liquid. The yield is 79.0%. As a reaction SMILES: [N+:1]([C:4]1[CH:9]=[CH:8][C:7]([C:10]2[CH:11]=[CH:12][C:13]([CH:16](O)[CH3:17])=[N:14][CH:15]=2)=[CH:6][CH:5]=1)([O-:3])=[O:2].P(Br)(Br)[Br:20]>C(Cl)(Cl)Cl>[Br:20][CH:16]([C:13]1[CH:12]=[CH:11][C:10]([C:7]2[CH:8]=[CH:9][C:4]([N+:1]([O-:3])=[O:2])=[CH:5][CH:6]=2)=[CH:15][N:14]=1)[CH3:17]. Reported procedure: To a stirred solution of 1-(5-(4-nitrophenyl)pyridin-2-yl)ethanol (95 mg, 0.3 mmol) in chloroform (3 mL) was added PBr3 (0.1 mL, 1.1 mmol) at 0° C. and the reaction was stirred at 0° C. for about 3 h. The reaction mixture was quenched with saturated NaHCO3 solution (10 mL) and extracted with DCM (2×100 mL). The combined organic extracts were washed with brine solution (10 mL), organic layer was dried over Na2SO4 and concentrated under vacuum to obtain crude 2-(1-bromoethyl)-5-(4-nitrophenyl)pyri... The reactants are BrC=1C=C(C2=C(N=C(N2)NC)C1)C.BrC=1C=C(C2=C(N(C(=N2)NC)C(=O)OC(C)(C)C)C1)C (tert-Butyl 6-bromo-4-methyl-2-(methylamino)-1H-benzo[d]imidazole-1-carboxylate (6-Bromo-4-methylbenzimidazol-2-yl)-N-methylamine), C(C)(C)N(CC)C(C)C (diisopropylethylamine), C(=O)(OC(C)(C)C)OC(=O)OC(C)(C)C (di-tert-butyl dicarbonate). Solvent: CN(C=O)C (N,N-dimethylformamide). Reaction conditions: time 21 hour. Yields the product BrC=1C=C(C2=C(N(C(=N2)NC)C(=O)OC(C)(C)C)C1)C (tert-Butyl 6-bromo-4-methyl-2-(methylamino)-1H-benzo[d]imidazole-1-carboxylate). Yield: 50.7%. Reaction SMILES: BrC1C=C(C)C2NC(NC)=NC=2C=1.[Br:14][C:15]1[CH:16]=[C:17]([CH3:33])[C:18]2[N:22]=[C:21]([NH:23][CH3:24])[N:20]([C:25]([O:27][C:28]([CH3:31])([CH3:30])[CH3:29])=[O:26])[C:19]=2[CH:32]=1.C(N(C(C)C)CC)(C)C.C(OC(OC(C)(C)C)=O)(OC(C)(C)C)=O>CN(C)C=O>[Br:14][C:15]1[CH:16]=[C:17]([CH3:33])[C:18]2[N:22]=[C:21]([NH:23][CH3:24])[N:20]([C:25]([O:27][C:28]([CH3:29])([CH3:30])[CH3:31])=[O:26])[C:19]=2[CH:32]=1 |f:0.1|. Procedure details: tert-Butyl 6-bromo-4-methyl-2-(methylamino)-1H-benzo[d]imidazole-1-carboxylate (6-Bromo-4-methylbenzimidazol-2-yl)-N-methylamine (0.128 g, 0.533 mmol), diisopropylethylamine (0.464 mL, 2.67 mmol), di-tert-butyl dicarbonate (0.349 g, 1.599 mmol) and N,N-dimethylformamide (5 mL) were combined in a 100 mL round bottom flask, capped and stirred at room temperature for 21 h. The resulting mixture was partitioned between water and ethyl acetate. The layers were separated and the organics were washed w... Starting materials: O=CO, O=C[O-], COc1c(N2CCNCC2)c(F)cc2c(=O)c(C(=O)O)cn(C3CC3)c12, [Na+], O. The product is COc1c(N2CCN(C)CC2)c(F)cc2c(=O)c(C(=O)O)cn(C3CC3)c12. RXN SMILES: [CH:1]([OH:2])=[O:3].[CH:31]([O-:32])=[O:33].[CH:4]1([n:7]2[cH:8][c:9]([C:27](=[O:28])[OH:29])[c:10](=[O:26])[c:11]3[cH:12][c:13]([F:25])[c:14]([N:19]4[CH2:20][CH2:21][NH:22][CH2:23][CH2:24]4)[c:15]([O:17][CH3:18])[c:16]23)[CH2:5][CH2:6]1.[Na+:34].[OH2:30]>>[CH3:1][N:22]1[CH2:21][CH2:20][N:19]([c:14]2[c:13]([F:25])[cH:12][c:11]3[c:10](=[O:26])[c:9]([C:27](=[O:28])[OH:29])[cH:8][n:7]([CH:4]4[CH2:5][CH2:6]4)[c:16]3[c:15]2[O:17][CH3:18])[CH2:24][CH2:23]1. Starting materials: CCI, CCNS(=O)(=O)c1nc2ccccc2[nH]1, CC(C)=O, [Na+], [Na+], O=C([O-])[O-], O. The product is CCNS(=O)(=O)c1nc2ccccc2n1CC. Reaction SMILES: [CH2:1]([CH3:2])[I:3].[CH2:4]([CH3:5])[NH:6][S:7](=[O:8])(=[O:9])[c:10]1[n:11][c:12]2[c:13]([nH:14]1)[cH:15][cH:16][cH:17][cH:18]2.[CH3:25][C:26](=[O:27])[CH3:28].[Na+:19].[Na+:20].[O-:21][C:22](=[O:23])[O-:24].[OH2:29]>>[CH2:1]([CH3:2])[n:14]1[c:10]([S:7]([NH:6][CH2:4][CH3:5])(=[O:8])=[O:9])[n:11][c:12]2[c:13]1[cH:15][cH:16][cH:17][cH:18]2.